From a dataset of the Open Reaction Database (ORD), a public repository of structured organic reaction records. describe an organic reaction: reactants, conditions, products, and yield Reactants: FC1=CC(=C(C=C1)S(=O)(=O)NC1=CC=C2C3=C(COC2=C1C(=O)OC)OC=C3)\C=C/CN3C[C@@H](CC3)OC(C)=O (methyl 7-{4-fluoro-2-[(Z)-3-((R)-3-acetoxypyrrolidin-1-yl)prop-1-enyl]benzenesulfonylamino}-4H-furo[2,3-c]chromene-6-carboxylate), FC1=CC(=C(C=C1)S(=O)(=O)NC1=CC=C2C3=C(COC2=C1C(=O)OC)OC=C3)\C=C/CN3C[C@@H](CC3)OC(C)=O (methyl 7-{4-fluoro-2-[(Z)-3-((R)-3-acetoxypyrrolidin-1-yl)prop-1-enyl]benzenesulfonylamino}-4H-furo[2,3-c]chromene-6-carboxylate), O.[OH-].[Li+] (lithium hydroxide monohydrate), C(=O)O (formic acid). The solvent is O (water), O1CCOCC1 (dioxane), O (water). Yields the product FC1=CC(=C(C=C1)S(=O)(=O)NC1=CC=C2C3=C(COC2=C1C(=O)O)OC=C3)\C=C/CN3C[C@@H](CC3)O (7-{4-fluoro-2-[(Z)-3-((R)-3-hydroxypyrrolidin-1-yl)-prop-1-enyl]-benzenesulfonylamino}-4H-furo[2,3-c]chromene-6-carboxylic acid). The yield is 4.8%. RXN SMILES: [F:1][C:2]1[CH:7]=[CH:6][C:5]([S:8]([NH:11][C:12]2[C:21]([C:22]([O:24]C)=[O:23])=[C:20]3[C:15]([C:16]4[CH:28]=[CH:27][O:26][C:17]=4[CH2:18][O:19]3)=[CH:14][CH:13]=2)(=[O:10])=[O:9])=[C:4](/[CH:29]=[CH:30]\[CH2:31][N:32]2[CH2:36][CH2:35][C@@H:34]([O:37]C(=O)C)[CH2:33]2)[CH:3]=1.O.[OH-].[Li+].C(O)=O>O.O1CCOCC1>[F:1][C:2]1[CH:7]=[CH:6][C:5]([S:8]([NH:11][C:12]2[C:21]([C:22]([OH:24])=[O:23])=[C:20]3[C:15]([C:16]4[CH:28]=[CH:27][O:26][C:17]=4[CH2:18][O:19]3)=[CH:14][CH:13]=2)(=[O:9])=[O:10])=[C:4](/[CH:29]=[CH:30]\[CH2:31][N:32]2[CH2:36][CH2:35][C@@H:34]([OH:37])[CH2:33]2)[CH:3]=1 |f:1.2.3|. Procedure: A mixture of methyl 7-{4-fluoro-2-[(Z)-3-((R)-3-acetoxypyrrolidin-1-yl)prop-1-enyl]benzenesulfonylamino}-4H-furo[2,3-c]chromene-6-carboxylate (Intermediate 82, 0.092 g) and lithium hydroxide monohydrate (0.039 g) in water (2 mL) and dioxane (4 mL), was scaled in a microwave vial and irradiated in the microwave at 110° C. for 20 minutes. After cooling, the mixture was diluted with water (20 mL), acidified with formic acid to pH 4-5 and extracted into DCM. The organic layer was dried (MgSO4) and f... The reactants are C1(CC1)C(=O)N1C[C@@H](CC1)CC(=O)OCC (ethyl [(3S)-1-(cyclopropylcarbonyl)-3-pyrrolidinyl]acetate), O.NN (hydrazine monohydrate). Solvent: ClCCl (dichloromethane), C(C)O (ethanol). Run at temperature 80 celsius. Yields the product C1(CC1)C(=O)N1C[C@@H](CC1)CC(=O)NN (2-[(3S)-1-(cyclopropylcarbonyl)-3-pyrrolidinyl]acetohydrazide). Isolated yield 100.0%. Reaction SMILES: [CH:1]1([C:4]([N:6]2[CH2:10][CH2:9][C@@H:8]([CH2:11][C:12]([O:14]CC)=O)[CH2:7]2)=[O:5])[CH2:3][CH2:2]1.O.[NH2:18][NH2:19]>C(O)C.ClCCl>[CH:1]1([C:4]([N:6]2[CH2:10][CH2:9][C@@H:8]([CH2:11][C:12]([NH:18][NH2:19])=[O:14])[CH2:7]2)=[O:5])[CH2:3][CH2:2]1 |f:1.2|. Reported procedure: In a round bottom flask equipped with reflux condenser, an orange solution of ethyl [(3S)-1-(cyclopropylcarbonyl)-3-pyrrolidinyl]acetate (56.1 g, 249 mmol) in ethanol (356 mL) was treated with hydrazine monohydrate (242 mL, 4.98 mol). The resultant yellow solution was stirred at 80° C. (reflux) for 15 h. The reaction was cooled to room temperature and concentrated in vacuo. Ethanol (100 mL) was added and the reaction was concentrated (2×) to give a pale yellow clear oil. The oil was dissolved in... Starting materials: CC1=C(NC(=C1)C)CC1=C(C=CC=C1)S(=O)(=O)N1CCCC1 (3,5-dimethyl-2-(2-(pyrrolidin-1-ylsulfonyl)benzyl)-1H-pyrrole), N-chlorosulfonylisocyanide, CN(C)C=O (DMF). Solvent: C(C)#N (acetonitrile). Run at temperature 25 celsius, time 1 hour. The product is CC=1NC(=C(C1C#N)C)CC1=C(C=CC=C1)S(=O)(=O)N1CCCC1 (2,4-dimethyl-5-(2-(pyrrolidin-1-ylsulfonyl)benzyl)-1H-pyrrole-3-carbonitrile). The yield is 82.6%. Reaction SMILES: [CH3:1][C:2]1[CH:6]=[C:5]([CH3:7])[NH:4][C:3]=1[CH2:8][C:9]1[CH:14]=[CH:13][CH:12]=[CH:11][C:10]=1[S:15]([N:18]1[CH2:22][CH2:21][CH2:20][CH2:19]1)(=[O:17])=[O:16].[CH3:23][N:24](C=O)C>C(#N)C>[CH3:7][C:5]1[NH:4][C:3]([CH2:8][C:9]2[CH:14]=[CH:13][CH:12]=[CH:11][C:10]=2[S:15]([N:18]2[CH2:22][CH2:21][CH2:20][CH2:19]2)(=[O:17])=[O:16])=[C:2]([CH3:1])[C:6]=1[C:23]#[N:24]. Reported procedure: A mixture of 3,5-dimethyl-2-(2-(pyrrolidin-1-ylsulfonyl)benzyl)-1H-pyrrole (576.0 mg, 1.809 mmol) and N-chlorosulfonylisocyanide (197 μl, 2.261 mmol) in acetonitrile (9.0 ml) was stirred at 25° C. for 1 hour. DMF (140 μl, 1.809 mmol) was then added and the resulting mixture was stirred for an additional 16 hours. It was quenched with water (100 ml) and extracted with dichloromethane (100 ml×2). The organic layers were combined, filtered, and evaporated to give an oil. The oil was purified by col... The reactants are NO (hydroxylamine), CC(C)N(C(=O)Cl)C1=CC=CC=C1 ((1-methylethyl)phenylcarbamic chloride). Solvent: C1CCOC1 (THF). Run at time 8 hour. The product is ONC(N(C1=CC=CC=C1)C(C)C)=O (N′-Hydroxy-N-(1-methylethyl)-N-phenylurea). Yield: 75.0%. Reaction SMILES: [NH2:1][OH:2].[CH3:3][CH:4]([N:6]([C:10]1[CH:15]=[CH:14][CH:13]=[CH:12][CH:11]=1)[C:7](Cl)=[O:8])[CH3:5]>C1COCC1>[OH:2][NH:1][C:7](=[O:8])[N:6]([CH:4]([CH3:5])[CH3:3])[C:10]1[CH:15]=[CH:14][CH:13]=[CH:12][CH:11]=1. Procedure details: A solution, of 50% aqueous hydroxylamine (16.8 g, 0.25 mol) was added dropwise to a solution of (1-methylethyl)phenylcarbamic chloride (20.0 g, 0.1 mol) in 200 mL of THF in an ice bath so that the reaction temperature was kept below 30° C. Precipitate began to form halfway through the addition. The resulting slurry was stirred overnight. The mixture was filtered, and the solids collected were first washed with water and then with hexane/ether. After air-drying, 14.56 g of the title compound was ... The reactants are COC(C1=CC(=CC(=C1)O)OCOC)=O (5-hydroxy-3-methoxymethoxybenzoic acid methyl ester), NC1=NN(C=C1)C (3-amino-1-methyl-1H-pyrazole), BrC1=CC(=C(C=C1)S(=O)(=O)C)Cl (4-bromo-2-chloro-methanesulfonylbenzene), O([Si](C)(C)C(C)(C)C)C[C@@H](C)O ((2R)-1-(t-butyldimethylsiloxy)-2-hydroxypropane). As a reaction SMILES: CO[C:3](=[O:15])[C:4]1[CH:9]=[C:8]([OH:10])[CH:7]=[C:6](OCOC)[CH:5]=1.Br[C:17]1[CH:22]=[CH:21][C:20]([S:23]([CH3:26])(=[O:25])=[O:24])=[C:19]([Cl:27])[CH:18]=1.[O:28]([CH2:36][C@H:37]([OH:39])[CH3:38])[Si](C(C)(C)C)(C)C.[NH2:40][C:41]1[CH:45]=[CH:44][N:43]([CH3:46])[N:42]=1>>[Cl:27][C:19]1[CH:18]=[C:17]([CH:22]=[CH:21][C:20]=1[S:23]([CH3:26])(=[O:25])=[O:24])[O:10][C:8]1[CH:9]=[C:4]([CH:5]=[C:6]([O:39][CH:37]([CH3:38])[CH2:36][OH:28])[CH:7]=1)[C:3]([NH:40][C:41]1[CH:45]=[CH:44][N:43]([CH3:46])[N:42]=1)=[O:15]. Procedure details: The compound of Production Example 160 was obtained as a white amorphous substance using 5-hydroxy-3-methoxymethoxybenzoic acid methyl ester, 4-bromo-2-chloro-methanesulfonylbenzene, (2R)-1-(t-butyldimethylsiloxy)-2-hydroxypropane and 3-amino-1-methyl-1H-pyrazole, by the same method as in Production Example 42, a corresponding method, or a combination thereof with an ordinary method. The product is ClC=1C=C(OC=2C=C(C(=O)NC3=NN(C=C3)C)C=C(C2)OC(CO)C)C=CC1S(=O)(=O)C (3-(3-chloro-4-methanesulfonylphenoxy)-5-(2-hydroxy-1-methyl-ethoxy)-N-(1-methyl-1H-pyrazol-3-yl)benzamide). Starting materials: C(=O)O (formic acid), ClC1=CC=C(OCC=2N(C3=CC=CC=C3C2C(CN2CCC(CC2)N2CCCCC2)=O)CCCC2CN(CCC2)C(C2=CC=CC=C2)(C2=CC=CC=C2)C2=CC=CC=C2)C=C1 ((RS) 2-[(4-chlorophenoxy)methyl]-1-[3-(1-tritylpiperidin-3-yl)propyl]-3-[[4-(piperidin-1-yl)piperidin-1-yl]acetyl]-1H-indole), C(=O)O (formic acid). Solvent: C(Cl)Cl (methylene chloride). Reaction conditions: time 1 hour. Product: ClC1=CC=C(OCC=2N(C3=CC=CC=C3C2C(CN2CCC(CC2)N2CCCCC2)=O)CCCC2CNCCC2)C=C1 ((RS) 2-[(4-chlorophenoxy)methyl]-1-[3-(piperidin-3-yl)propyl]-3-[[4-(piperidin-1-yl)piperidin-1-yl]acetyl]-1H-indole). As a reaction SMILES: [Cl:1][C:2]1[CH:61]=[CH:60][C:5]([O:6][CH2:7][C:8]2[N:9]([CH2:32][CH2:33][CH2:34][CH:35]3[CH2:40][CH2:39][CH2:38][N:37](C(C4C=CC=CC=4)(C4C=CC=CC=4)C4C=CC=CC=4)[CH2:36]3)[C:10]3[C:15]([C:16]=2[C:17](=[O:31])[CH2:18][N:19]2[CH2:24][CH2:23][CH:22]([N:25]4[CH2:30][CH2:29][CH2:28][CH2:27][CH2:26]4)[CH2:21][CH2:20]2)=[CH:14][CH:13]=[CH:12][CH:11]=3)=[CH:4][CH:3]=1.C(O)=O>C(Cl)Cl>[Cl:1][C:2]1[CH:3]=[CH:4][C:5]([O:6][CH2:7][C:8]2[N:9]([CH2:32][CH2:33][CH2:34][CH:35]3[CH2:40][CH2:39][CH2:38][NH:37][CH2:36]3)[C:10]3[C:15]([C:16]=2[C:17](=[O:31])[CH2:18][N:19]2[CH2:24][CH2:23][CH:22]([N:25]4[CH2:26][CH2:27][CH2:28][CH2:29][CH2:30]4)[CH2:21][CH2:20]2)=[CH:14][CH:13]=[CH:12][CH:11]=3)=[CH:60][CH:61]=1. Procedure details: Under an argon atmosphere (RS) 2-[(4-chlorophenoxy)methyl]-1-[3-(1-tritylpiperidin-3-yl)propyl]-3-[[4-(piperidin-1-yl)piperidin-1-yl]acetyl]-1H-indole (0.0162 g, 0.0194 mmol) was dissolved in 0.2 ml methylene chloride. The reaction vessel was then placed in an ice bath and formic acid (0.073 ml, 0.194 mmol) was slowly added. The resulting mixture was stirred for about one hour over ice. The progress of the reaction was monitored by thin layer chromatography. The reaction mixture was then stirred...